From a dataset of the Open Reaction Database (ORD), a public repository of structured organic reaction records. describe an organic reaction: reactants, conditions, products, and yield Reactants: BrB(Br)Br, CCC(Oc1ccc(-c2noc(=O)[nH]2)c(OC)c1)c1sc(-c2ccc(C(F)(F)F)cc2)nc1C, CO, ClCCl. Yields the product CCC(Oc1ccc(-c2noc(=O)[nH]2)c(O)c1)c1sc(-c2ccc(C(F)(F)F)cc2)nc1C. Reaction SMILES: [B:35]([Br:36])([Br:37])[Br:38].[CH3:1][O:2][c:3]1[c:4](-[c:29]2[n:30][o:31][c:32](=[O:34])[nH:33]2)[cH:5][cH:6][c:7]([O:9][CH:10]([CH2:11][CH3:12])[c:13]2[c:14]([CH3:28])[n:15][c:16](-[c:18]3[cH:19][cH:20][c:21]([C:24]([F:25])([F:26])[F:27])[cH:22][cH:23]3)[s:17]2)[cH:8]1.[CH3:39][OH:40].[Cl:41][CH2:42][Cl:43]>>[OH:2][c:3]1[c:4](-[c:29]2[n:30][o:31][c:32](=[O:34])[nH:33]2)[cH:5][cH:6][c:7]([O:9][CH:10]([CH2:11][CH3:12])[c:13]2[c:14]([CH3:28])[n:15][c:16](-[c:18]3[cH:19][cH:20][c:21]([C:24]([F:25])([F:26])[F:27])[cH:22][cH:23]3)[s:17]2)[cH:8]1. Starting materials: N[C@H](C(=O)O)CC1=CC=C(C=C1)OCCC=1N=C(OC1C)C1=CC=CC=C1 ((2S)-2-amino-3-{4-[2-(5-methyl-2-phenyl-1,3oxazol-4-yl)ethoxy]phenyl}propanoic acid), FC1=C(C=C(C(=C1)F)F)C(C#CC)=O (1-(2,4,5-trifluorophenyl)-2-butyn-1-one). Yields the product C/C(=C/C(C1=C(C=C(C(=C1)F)F)F)=O)/N[C@H](C(=O)O)CC1=CC=C(C=C1)OCCC=1N=C(OC1C)C1=CC=CC=C1 ((2S)-2-{[(Z)-1-methyl-3-oxo-3-(2,4,5-trifluorophenyl)-1-propenyl]amino}-3-{4-[2-(5-methyl-2-phenyl-1,3-oxazol-4-yl)ethoxy]phenyl}propanoic acid), Example 16. The yield is 46.0%. RXN SMILES: [NH2:1][C@@H:2]([CH2:6][C:7]1[CH:12]=[CH:11][C:10]([O:13][CH2:14][CH2:15][C:16]2[N:17]=[C:18]([C:22]3[CH:27]=[CH:26][CH:25]=[CH:24][CH:23]=3)[O:19][C:20]=2[CH3:21])=[CH:9][CH:8]=1)[C:3]([OH:5])=[O:4].[F:28][C:29]1[CH:34]=[C:33]([F:35])[C:32]([F:36])=[CH:31][C:30]=1[C:37](=[O:41])[C:38]#[C:39][CH3:40]>>[CH3:40]/[C:39](/[NH:1][C@@H:2]([CH2:6][C:7]1[CH:12]=[CH:11][C:10]([O:13][CH2:14][CH2:15][C:16]2[N:17]=[C:18]([C:22]3[CH:27]=[CH:26][CH:25]=[CH:24][CH:23]=3)[O:19][C:20]=2[CH3:21])=[CH:9][CH:8]=1)[C:3]([OH:5])=[O:4])=[CH:38]/[C:37](=[O:41])[C:30]1[CH:31]=[C:32]([F:36])[C:33]([F:35])=[CH:34][C:29]=1[F:28]. Reported procedure: The title compound was prepared (as described above for the preparation of Example 12) from 677 mg (1.85 mmol) of Intermediate 45 and 366 mg (1.85 mmol) of Intermediate 38 to yield 482 mg (46% yield) of Example 16. TLC (DCM/MeOH (4:1): Rf=0.55; 1H NMR (DMSO-d6, 300 MHz) δ11.39 (d, 1H, J=8.9), 7.86 (m, 2H), 7.69-7.59 (m, 1H), 7.54-7.40 (m, 4H), 7.10 (d, 2H, J=8.5), 6.79 (d, 2H, J=8.5), 5.3 (s, 1H), 4.12 (t, 2H, J=6.5), 4.1 (m, 1H), 3.16 (m, 1H), 2.86 (t, 2H, J=6.5), 2.76 (dd, 1H, J=13.7, 8.9), 2.... Reactants: C(C)(=O)O[BH-](OC(C)=O)OC(C)=O.[Na+] (Sodium triacetoxyborohydride), C(C)(=O)O (acetic acid), NCCC1=NC(=C2N=CN(C2=N1)[C@@H]1O[C@@H]([C@H]([C@H]1O)O)COC)NCC(C1=CC=CC=C1)C1=CC=CC=C1 ((2R,3R,4S,5R)-2-{2-(2-Aminoethyl)-6-[(2,2-diphenylethyl)amino]-9H-purin-9-yl}-5-(methoxymethyl)tetrahydro-3,4-furandiol), C1(CCCCC1)=O (cyclohexanone). Run in ClCCl (dichloromethane), ClCCl (dichloromethane). Run at time 24 hour. Product: C1(CCCCC1)NCCC1=NC(=C2N=CN(C2=N1)[C@@H]1O[C@@H]([C@H]([C@H]1O)O)COC)NCC(C1=CC=CC=C1)C1=CC=CC=C1 ((2R,3R,4S,5R)-2-{2-[2-(Cyclohexylamino)ethyl]-6-[(2,2-diphenyl ethyl)amino]-9H-purin-9-yl}-5-(methoxymethyl)tetrahydro-3,4-furandiol). The yield is 56.6%. As a reaction SMILES: C(O[BH-](OC(=O)C)OC(=O)C)(=O)C.[Na+].C(O)(=O)C.[NH2:19][CH2:20][CH2:21][C:22]1[N:30]=[C:29]2[C:25]([N:26]=[CH:27][N:28]2[C@H:31]2[C@H:35]([OH:36])[C@H:34]([OH:37])[C@@H:33]([CH2:38][O:39][CH3:40])[O:32]2)=[C:24]([NH:41][CH2:42][CH:43]([C:50]2[CH:55]=[CH:54][CH:53]=[CH:52][CH:51]=2)[C:44]2[CH:49]=[CH:48][CH:47]=[CH:46][CH:45]=2)[N:23]=1.[C:56]1(=O)[CH2:61][CH2:60][CH2:59][CH2:58][CH2:57]1>ClCCl>[CH:56]1([NH:19][CH2:20][CH2:21][C:22]2[N:30]=[C:29]3[C:25]([N:26]=[CH:27][N:28]3[C@H:31]3[C@H:35]([OH:36])[C@H:34]([OH:37])[C@@H:33]([CH2:38][O:39][CH3:40])[O:32]3)=[C:24]([NH:41][CH2:42][CH:43]([C:50]3[CH:55]=[CH:54][CH:53]=[CH:52][CH:51]=3)[C:44]3[CH:45]=[CH:46][CH:47]=[CH:48][CH:49]=3)[N:23]=2)[CH2:61][CH2:60][CH2:59][CH2:58][CH2:57]1 |f:0.1|. Reported procedure: Sodium triacetoxyborohydride (75 mg, 0.35 mmol) and acetic acid (16 mg, 0.27 mmol) were added sequentially to a stirred solution of (2R,3R,4S,5R)-2-{2-(2-aminoethyl)-6-[(2,2-diphenylethyl)amino]-9H-purin-9-yl}-5-(methoxymethyl)tetrahydro-3,4-furandiol (example 11) (120 mg, 0.24 mmol) and cyclohexanone (23 mg, 0.235 mmol) in dichloromethane (15 ml). The resulting mixture was stirred at room temperature for 24 hr, diluted with dichloromethane and washed sequentially with a saturated aqueous soluti... Reactants: CCOC(C)=O, CCCCCC, O=C(CCl)N1CCN(c2ccc(F)cc2)CC1, FC(F)(F)c1n[nH]cc1Cl, [K+], [K+], O=C([O-])[O-], CN(C)C=O. Yields the product O=C(Cn1cc(Cl)c(C(F)(F)F)n1)N1CCN(c2ccc(F)cc2)CC1. RXN SMILES: [C:39]([O:40][CH2:41][CH3:42])(=[O:43])[CH3:44].[CH3:45][CH2:46][CH2:47][CH2:48][CH2:49][CH3:50].[Cl:17][CH2:18][C:19](=[O:20])[N:21]1[CH2:22][CH2:23][N:24]([c:27]2[cH:28][cH:29][c:30]([F:33])[cH:31][cH:32]2)[CH2:25][CH2:26]1.[Cl:1][c:2]1[c:3]([C:7]([F:8])([F:9])[F:10])[n:4][nH:5][cH:6]1.[K+:11].[K+:12].[O-:13][C:14]([O-:15])=[O:16].[O:34]=[CH:35][N:36]([CH3:37])[CH3:38]>>[Cl:1][c:2]1[c:3]([C:7]([F:8])([F:9])[F:10])[n:4][n:5]([CH2:18][C:19](=[O:20])[N:21]2[CH2:22][CH2:23][N:24]([c:27]3[cH:28][cH:29][c:30]([F:33])[cH:31][cH:32]3)[CH2:25][CH2:26]2)[cH:6]1. Solvent: CC(=O)C (acetone), CC(=O)C (acetone), O (water). Conditions: time 10 minute. Reaction SMILES: [O:1]([C:3]1[CH:9]=[CH:8][CH:7]=[CH:6][C:4]=1N)[CH3:2].N([O-])=O.[Na+].[CH:14]([CH:16]=[CH2:17])=[O:15].[O-2].[Ca+2].[ClH:20]>O.CC(C)=O>[Cl:20][CH:16]([CH2:17][C:4]1[CH:6]=[CH:7][CH:8]=[CH:9][C:3]=1[O:1][CH3:2])[CH:14]=[O:15] |f:1.2,4.5|. Product: ClC(C=O)CC1=C(C=CC=C1)OC (2-Chloro-3-(2-methoxy-phenyl)-propionaldehyde). Procedure: A solution of 2-methoxylaniline (24.6 g, 0.200 mol) in hydrochloric acid (20% aqueous solution, 80 mL) was slowly added to a solution of sodium nitrite (15 g, 0.22 mol) in water (40 mL) at 0 to 5° C. After stirring for 10 minutes, a cooled (0° C.) solution of acrolein (30 g, 0.56 mol) in acetone (200 mL) containing calcium oxide (4.0 g, 72 mmol) was slowly added, followed by a solution of cuprous chloride (2.0 g, 20 mmol) in acetone (20 mL) containing hydrochloric acid (20% aqueous solution, 4 m... The reactants are Cl (hydrochloric acid), C(=O)C=C (acrolein), O(C)C1=C(N)C=CC=C1 (2-methoxylaniline), N(=O)[O-].[Na+] (sodium nitrite), Cl (hydrochloric acid), [O-2].[Ca+2] (calcium oxide), cuprous chloride, crude product. Reactants: CCN=C=NCCCN(C)C.Cl (WSC hydrochloride), C=1C=CC2=C(C1)N=NN2O (HOBt), FC(C(=O)O)F (difluoroacetic acid), NC=1SC(=CC1C(=O)N)C1CCCCC1 (2-amino-5-cyclohexylthiophene-3-carboxamide). The solvent is [Cl-].[Na+].O (brine), CN(C)C=O (DMF). Run at time 3 day. The product is C1(CCCCC1)C1=CC(=C(S1)NC(C(F)F)=O)C(=O)N (5-cyclohexyl-2-[(difluoroacetyl)amino]thiophene-3-carboxamide). Reaction SMILES: CCN=C=NCCCN(C)C.Cl.C1C=CC2N(O)N=NC=2C=1.[F:23][CH:24]([F:28])[C:25](O)=[O:26].[NH2:29][C:30]1[S:31][C:32]([CH:38]2[CH2:43][CH2:42][CH2:41][CH2:40][CH2:39]2)=[CH:33][C:34]=1[C:35]([NH2:37])=[O:36]>[Cl-].[Na+].O.CN(C=O)C>[CH:38]1([C:32]2[S:31][C:30]([NH:29][C:25](=[O:26])[CH:24]([F:28])[F:23])=[C:34]([C:35]([NH2:37])=[O:36])[CH:33]=2)[CH2:39][CH2:40][CH2:41][CH2:42][CH2:43]1 |f:0.1,5.6.7|. Reported procedure: To a mixture of WSC hydrochloride (4.5 g), HOBt (3.2 g), and DMF (50 mL) were added difluoroacetic acid (2 mL) and 2-amino-5-cyclohexylthiophene-3-carboxamide (5.0 g), followed by stirring at room temperature for 3 days. To the reaction mixture was added 50% brine, followed by extraction with EtOAc. The organic layer was washed sequentially with saturated aqueous sodium bicarbonate, water, and brine. To the organic layer were added MgSO4, and basic silica gel was added thereto, followed by stirr... Reactants: CCI, O=[N+]([O-])c1ccc2[nH]c(CCc3ccccc3)cc2c1, [H-], [Na+], CN(C)C=O, O. Product: CCn1c(CCc2ccccc2)cc2cc([N+](=O)[O-])ccc21. As a reaction SMILES: [CH2:23]([CH3:24])[I:25].[CH2:3]([CH2:4][c:5]1[cH:6][cH:7][cH:8][cH:9][cH:10]1)[c:11]1[nH:12][c:13]2[cH:14][cH:15][c:16]([N+:20](=[O:21])[O-:22])[cH:17][c:18]2[cH:19]1.[H-:2].[Na+:1].[O:26]=[CH:27][N:28]([CH3:29])[CH3:30].[OH2:31]>>[CH2:3]([CH2:4][c:5]1[cH:6][cH:7][cH:8][cH:9][cH:10]1)[c:11]1[n:12]([CH2:23][CH3:24])[c:13]2[cH:14][cH:15][c:16]([N+:20](=[O:21])[O-:22])[cH:17][c:18]2[cH:19]1.